Task: describe an organic reaction: reactants, conditions, products, and yield. Dataset: the Open Reaction Database (ORD), a public repository of structured organic reaction records Product: ClC1=CC=C(C=C1)[C@@H]1CN(C[C@H]1N(C(=O)OC1=CC=C(C=C1)F)CC)C(=O)C1CCN(CC1)C1=NC=C(C=C1)OC(C)=O (Acetic acid 4-{(3R,4S)-3-(4-chloro-phenyl)-4-[ethyl-(4-fluoro-phenoxycarbonyl)-amino]-pyrrolidine-1-carbonyl}-3,4,5,6-tetrahydro-2H-[1,2′]bipyridinyl-5′-yl ester). Reaction conditions: time 30 minute. Reported procedure: In analogy to the procedure described for the synthesis of [(3S,4R)-1-(5′-Cyano-3,4,5,6-tetrahydro-2H-[1,2′]bipyridinyl-4-carbonyl)-4-(4-fluoro-phenyl)-pyrrolidin-3-yl]-ethyl-carbamic acid 4-fluoro-phenyl ester (example 35, step f) the intermediate was prepared from [(3S,4R)-4-(4-Chloro-phenyl)-pyrrolidin-3-yl]-ethyl-carbamic acid 4-fluoro-phenyl ester and 1-(5-hydroxypyridin-2-yl)piperidine-4-carboxylic acid. Afterwards, acetyl chloride was added and stirring was continued for 30 min at room te... Reactants: FC1=CC=C(C=C1)OC(N(CC)[C@@H]1CN(C[C@H]1C1=CC=C(C=C1)F)C(=O)C1CCN(CC1)C1=NC=C(C=C1)C#N)=O ([(3S,4R)-1-(5′-Cyano-3,4,5,6-tetrahydro-2H-[1,2′]bipyridinyl-4-carbonyl)-4-(4-fluoro-phenyl)-pyrrolidin-3-yl]-ethyl-carbamic acid 4-fluoro-phenyl ester), C(C)(=O)Cl (acetyl chloride), FC1=CC=C(C=C1)OC(N(CC)[C@@H]1CNC[C@H]1C1=CC=C(C=C1)Cl)=O ([(3S,4R)-4-(4-Chloro-phenyl)-pyrrolidin-3-yl]-ethyl-carbamic acid 4-fluoro-phenyl ester), OC=1C=CC(=NC1)N1CCC(CC1)C(=O)O (1-(5-hydroxypyridin-2-yl)piperidine-4-carboxylic acid). Reaction SMILES: [F:1][C:2]1[CH:7]=[CH:6][C:5]([O:8][C:9](=[O:41])[N:10]([C@H:13]2[C@H:17]([C:18]3[CH:23]=[CH:22][C:21](F)=[CH:20][CH:19]=3)[CH2:16][N:15]([C:25]([CH:27]3[CH2:32][CH2:31][N:30]([C:33]4[CH:38]=[CH:37][C:36](C#N)=[CH:35][N:34]=4)[CH2:29][CH2:28]3)=[O:26])[CH2:14]2)[CH2:11][CH3:12])=[CH:4][CH:3]=1.FC1C=CC(OC(=O)N([C@H]2[C@H](C3C=CC([Cl:65])=CC=3)CNC2)CC)=CC=1.OC1C=CC(N2CC[CH:77]([C:80]([OH:82])=[O:81])CC2)=NC=1.C(Cl)(=O)C>>[Cl:65][C:21]1[CH:22]=[CH:23][C:18]([C@H:17]2[C@H:13]([N:10]([CH2:11][CH3:12])[C:9]([O:8][C:5]3[CH:4]=[CH:3][C:2]([F:1])=[CH:7][CH:6]=3)=[O:41])[CH2:14][N:15]([C:25]([CH:27]3[CH2:32][CH2:31][N:30]([C:33]4[CH:38]=[CH:37][C:36]([O:82][C:80](=[O:81])[CH3:77])=[CH:35][N:34]=4)[CH2:29][CH2:28]3)=[O:26])[CH2:16]2)=[CH:19][CH:20]=1. The yield is 94.3%. Reactants: BrC1=NC(=CC(=C1)N)Br (2,6-dibromopyridin-4-amine), CO (MeOH), N1=CC=CC=C1 (pyridine), C(C)(=O)OC(C)=O (acetic anhydride). Product: BrC1=NC(=CC(=C1)NC(C)=O)Br (N-(2,6-dibromopyridin-4-yl)acetamide). The solvent is C1CCOC1 (THF). Reaction SMILES: [Br:1][C:2]1[CH:7]=[C:6]([NH2:8])[CH:5]=[C:4]([Br:9])[N:3]=1.N1C=CC=CC=1.[C:16](OC(=O)C)(=[O:18])[CH3:17].CO>CN(C1C=CN=CC=1)C.C1COCC1>[Br:1][C:2]1[CH:7]=[C:6]([NH:8][C:16](=[O:18])[CH3:17])[CH:5]=[C:4]([Br:9])[N:3]=1. Run at time 16 hour. Procedure: To a solution of 2,6-dibromopyridin-4-amine (1.0 g, 3.97 mmol), DMAP (0.048 g, 0.397 mmol), and pyridine (0.482 mL, 5.95 mmol) in THF (7.94 mL) at rt was slowly added acetic anhydride (0.412 mL, 4.37 mmol), and the mixture was stirred at rt for 16 h, after which time the reaction was heated to 65° C. for a period of 5 days. After cooling to rt, MeOH (5 mL) was added and the reaction was concentrated under reduced pressure. The product was purified by silica gel chromatography using a gradient so... Reagents/catalysts: CN(C)C=1C=CN=CC1 (DMAP). Starting materials: NC1=C(C=C(C=C1Cl)C(CN)O)Cl (2-(4-amino-3,5-dichlorophenyl)-2-hydroxy ethylamine), C(C(=O)C)C1=CC=C(CC2C(NC(S2)=O)=O)C=C1 (5-(4-acetonylbenzyl)thiazolidine-2,4-dione). Procedure details: 5-[4-[2-[(4-Amino-3,5-dichloro-β-hydroxyphenethyl)amino]propyl]benzyl]thiazolidine-2,4-dione was prepared as a 46:54 mixture of diastereoisomers, mp. 195°-201° C., from 2-(4-amino-3,5-dichlorophenyl)-2-hydroxy ethylamine and 5-(4-acetonylbenzyl)thiazolidine-2,4-dione in an analogous manner to that described in Example 5 As a reaction SMILES: [NH2:1][C:2]1[C:7]([Cl:8])=[CH:6][C:5]([CH:9]([OH:12])[CH2:10][NH2:11])=[CH:4][C:3]=1[Cl:13].[CH2:14]([C:18]1[CH:31]=[CH:30][C:21]([CH2:22][CH:23]2[S:27][C:26](=[O:28])[NH:25][C:24]2=[O:29])=[CH:20][CH:19]=1)[C:15]([CH3:17])=O>>[NH2:1][C:2]1[C:3]([Cl:13])=[CH:4][C:5]([CH:9]([OH:12])[CH2:10][NH:11][CH:15]([CH3:17])[CH2:14][C:18]2[CH:19]=[CH:20][C:21]([CH2:22][CH:23]3[S:27][C:26](=[O:28])[NH:25][C:24]3=[O:29])=[CH:30][CH:31]=2)=[CH:6][C:7]=1[Cl:8]. Yields the product NC1=C(C=C(C(CNC(CC2=CC=C(CC3C(NC(S3)=O)=O)C=C2)C)O)C=C1Cl)Cl (5-[4-[2-[(4-Amino-3,5-dichloro-β-hydroxyphenethyl)amino]propyl]benzyl]thiazolidine-2,4-dione). Reactants: C([O-])([O-])=O.[Cs+].[Cs+] (cesium carbonate), NC=1C=NN(C1Cl)CC(C)(O)C (1-(4-amino-5-chloro-1H-pyrazol-1-yl)-2-methylpropan-2-ol), ClC=1N=C(C2=C(N1)N(C=C2C2=CC1=C(N=C(O1)C)C=C2)COCC[Si](C)(C)C)OC2CCCC2 (6-(2-chloro-4-(cyclopentyloxy)-7-((2-(trimethylsilyl)ethoxy)methyl)-7H-pyrrolo[2,3-d]pyrimidin-5-yl)-2-methylbenzo[d]oxazole), C1(=CC=CC=C1)P(C1=C(C2=CC=CC=C2C=C1)C1=C(C=CC2=CC=CC=C12)P(C1=CC=CC=C1)C1=CC=CC=C1)C1=CC=CC=C1 (2,2′-bis-diphenylphosphanyl-[1,1′]binaphthalenyl). Reagents/catalysts: C(C)(=O)[O-].[Pd+2].C(C)(=O)[O-] (palladium acetate). Run in O1CCOCC1 (1,4-dioxane). Run at temperature 100 celsius, time 2 hour. Yields the product ClC1=C(C=NN1CC(C)(O)C)NC=1N=C(C2=C(N1)N(C=C2C2=CC1=C(N=C(O1)C)C=C2)COCC[Si](C)(C)C)OC2CCCC2 (1-(5-Chloro-4-((4-(cyclopentyloxy)-5-(2-methylbenzo[d]oxazol-6-yl)-7-((2-(trimethylsilyl)ethoxy)methyl)-7H-pyrrolo[2,3-d]pyrimidin-2-yl)amino)-1H-pyrazol-1-yl)-2-methylpropan-2-ol). Yield: 97.0%. As a reaction SMILES: [NH2:1][C:2]1[CH:3]=[N:4][N:5]([CH2:8][C:9]([CH3:12])([OH:11])[CH3:10])[C:6]=1[Cl:7].Cl[C:14]1[N:15]=[C:16]([O:41][CH:42]2[CH2:46][CH2:45][CH2:44][CH2:43]2)[C:17]2[C:22]([C:23]3[CH:32]=[CH:31][C:26]4[N:27]=[C:28]([CH3:30])[O:29][C:25]=4[CH:24]=3)=[CH:21][N:20]([CH2:33][O:34][CH2:35][CH2:36][Si:37]([CH3:40])([CH3:39])[CH3:38])[C:18]=2[N:19]=1.C1(P(C2C=CC=CC=2)C2C=CC3C(=CC=CC=3)C=2C2C3C(=CC=CC=3)C=CC=2P(C2C=CC=CC=2)C2C=CC=CC=2)C=CC=CC=1.C(=O)([O-])[O-].[Cs+].[Cs+]>O1CCOCC1.C([O-])(=O)C.[Pd+2].C([O-])(=O)C>[Cl:7][C:6]1[N:5]([CH2:8][C:9]([CH3:12])([OH:11])[CH3:10])[N:4]=[CH:3][C:2]=1[NH:1][C:14]1[N:15]=[C:16]([O:41][CH:42]2[CH2:43][CH2:44][CH2:45][CH2:46]2)[C:17]2[C:22]([C:23]3[CH:32]=[CH:31][C:26]4[N:27]=[C:28]([CH3:30])[O:29][C:25]=4[CH:24]=3)=[CH:21][N:20]([CH2:33][O:34][CH2:35][CH2:36][Si:37]([CH3:40])([CH3:39])[CH3:38])[C:18]=2[N:19]=1 |f:3.4.5,7.8.9|. Procedure: To a degassed mixture of 1-(4-amino-5-chloro-1H-pyrazol-1-yl)-2-methylpropan-2-ol (1 equiv), 6-(2-chloro-4-(cyclopentyloxy)-7-((2-(trimethylsilyl)ethoxy)methyl)-7H-pyrrolo[2,3-d]pyrimidin-5-yl)-2-methylbenzo[d]oxazole (1.01 equiv) and 2,2′-bis-diphenylphosphanyl-[1,1′]binaphthalenyl (0.1 equiv) in 1,4-dioxane (0.08 M) was added palladium acetate (0.1 equiv) and cesium carbonate (3 equiv). The reaction was stirred at 100° C. for 2 h. Upon completion, the reaction mixture was cooled to room temper... Starting materials: BrN1C(CCC1=O)=O (N-bromosuccinimide), C(C1=CC=CC=C1)(=O)OOC(C1=CC=CC=C1)=O (benzoyl peroxide), C(C)OC(\C=C(/C)\OC1=C(C=CC=C1)SC)=O ((E)-3-(2-methylsulfanyl-phenoxy)-but-2-enoic acid ethyl ester). Run in C(Cl)(Cl)(Cl)Cl (carbon tetrachloride). Yields the product C(C)OC(\C=C(/CBr)\OC1=C(C=CC=C1)SC)=O ((E)-4-bromo-3-(2-methylsulfanyl-phenoxy)-but-2-enoic acid ethyl ester). The yield is 37.7%. Reaction SMILES: [CH2:1]([O:3][C:4](=[O:17])/[CH:5]=[C:6](/[O:8][C:9]1[CH:14]=[CH:13][CH:12]=[CH:11][C:10]=1[S:15][CH3:16])\[CH3:7])[CH3:2].[Br:18]N1C(=O)CCC1=O.C(OOC(=O)C1C=CC=CC=1)(=O)C1C=CC=CC=1>C(Cl)(Cl)(Cl)Cl>[CH2:1]([O:3][C:4](=[O:17])/[CH:5]=[C:6](/[O:8][C:9]1[CH:14]=[CH:13][CH:12]=[CH:11][C:10]=1[S:15][CH3:16])\[CH2:7][Br:18])[CH3:2]. Procedure details: To a stirred mixture of (E)-3-(2-methylsulfanyl-phenoxy)-but-2-enoic acid ethyl ester (1.00 g, 0.004 mol) in carbon tetrachloride (15 mL) under a nitrogen atmosphere was added N-bromosuccinimide (1.00 g, 0.006 mol) and benzoyl peroxide (0.13 g, 0.001 mol). Nitrogen gas was bubbled through the mixture for 5 min, and the resulting mixture was heated to reflux for 4 h. The reaction mixture was then placed in the refrigerator overnight. The solids formed were removed by filtration and the filtrate c... Starting materials: NC=1C=NC=CC1 (3-aminopyridine), C(C)(=O)O[BH-](OC(C)=O)OC(C)=O.[Na+] (Sodium triacetoxyborohydride), C(C)(C)(C)OC(=O)N1CCC(CC1)=O (4-oxo-piperidine-1-carboxylic acid tert-butyl ester), C(C)(=O)O (acetic acid), ClC(C)Cl (dichloroethane). Solvent: [Na+].[Cl-] (NaCl). Reaction conditions: time 16 hour. Product: C(C)(C)(C)OC(=O)N1CCC(CC1)NC=1C=NC=CC1 (4-(Pyridin-3-ylamino)-piperidine-1-carboxylic acid tert-butyl ester). The yield is 47.0%. RXN SMILES: [NH2:1][C:2]1[CH:3]=[N:4][CH:5]=[CH:6][CH:7]=1.[C:8]([O:12][C:13]([N:15]1[CH2:20][CH2:19][C:18](=O)[CH2:17][CH2:16]1)=[O:14])([CH3:11])([CH3:10])[CH3:9].C(O)(=O)C.ClC(Cl)C.C(O[BH-](OC(=O)C)OC(=O)C)(=O)C.[Na+]>[Na+].[Cl-]>[C:8]([O:12][C:13]([N:15]1[CH2:20][CH2:19][CH:18]([NH:1][C:2]2[CH:3]=[N:4][CH:5]=[CH:6][CH:7]=2)[CH2:17][CH2:16]1)=[O:14])([CH3:11])([CH3:9])[CH3:10] |f:4.5,6.7|. Procedure: A mixture of 3-aminopyridine (2.60 g, 27.60 mmol, 1.0 equiv; commercially available) and 4-oxo-piperidine-1-carboxylic acid tert-butyl ester (5.50 g, 27.60 mmol, 1.0 equiv; commercially available) in conc. acetic acid (1.57 mL, 1.66 g, 27.60 mmol, 1.0 equiv) and dichloroethane (50 mL) was stirred at rt for 4 h. Sodium triacetoxyborohydride (7.02 g, 33.12 mmol, 1.2 equiv) was added in one portion and the reaction mixture stirred for an additional time period of 16 h. To the reaction mixture was a... Reactants: B, CC(C)(C)c1cc(NC(=O)Nc2ccc(Oc3ccncc3)cc2)n(-c2ccc(CC(=O)O)cc2)n1, C1CCOC1, COS(=O)O. The product is CC(C)(C)c1cc(NC(=O)Nc2ccc(Oc3ccncc3)cc2)n(-c2ccc(CCO)cc2)n1. Reaction SMILES: [BH3:42].[C:1]([CH3:2])([CH3:3])([CH3:4])[c:5]1[n:6][n:7](-[c:27]2[cH:28][cH:29][c:30]([CH2:33][C:34](=[O:35])[OH:36])[cH:31][cH:32]2)[c:8]([NH:10][C:11](=[O:12])[NH:13][c:14]2[cH:15][cH:16][c:17]([O:20][c:21]3[cH:22][cH:23][n:24][cH:25][cH:26]3)[cH:18][cH:19]2)[cH:9]1.[CH2:43]1[O:44][CH2:45][CH2:46][CH2:47]1.[S:37]([OH:38])([O:39][CH3:40])=[O:41]>>[C:1]([CH3:2])([CH3:3])([CH3:4])[c:5]1[n:6][n:7](-[c:27]2[cH:28][cH:29][c:30]([CH2:33][CH2:34][OH:35])[cH:31][cH:32]2)[c:8]([NH:10][C:11](=[O:12])[NH:13][c:14]2[cH:15][cH:16][c:17]([O:20][c:21]3[cH:22][cH:23][n:24][cH:25][cH:26]3)[cH:18][cH:19]2)[cH:9]1. Reactants: NC1=CC=C(C=C1)C=1N(C2=CC(=CC=C2C1C#N)OCC)C1CCC1 (2-(4-Aminophenyl)-1-cyclobutyl-6-ethoxy-1H-indole-3-carbonitrile), C1(CC1)C(O)C (Rac-cyclopropyl methyl carbinol), ClC(=O)OC1=CC=C(C=C1)[N+](=O)[O-] (4-nitrophenyl chloroformate), N1=CC=CC=C1 (pyridine). The solvent is C(Cl)Cl (CH2Cl2), ClCCCl (DCE). Run at time 1 hour. Yields the product C1(CC1)C(C)OC(NC1=CC=C(C=C1)C=1N(C2=CC(=CC=C2C1C#N)OCC)C1CCC1)=O (rac-[4-(3-cyano-1-cyclobutyl-6-ethoxy-1H-indol-2-yl)-phenyl]-carbamic acid 1-cyclopropyl-ethyl ester). The yield is 60.1%. As a reaction SMILES: [NH2:1][C:2]1[CH:7]=[CH:6][C:5]([C:8]2[N:9]([CH:22]3[CH2:25][CH2:24][CH2:23]3)[C:10]3[C:15]([C:16]=2[C:17]#[N:18])=[CH:14][CH:13]=[C:12]([O:19][CH2:20][CH3:21])[CH:11]=3)=[CH:4][CH:3]=1.Cl[C:27]([O:29][C:30]1[CH:35]=[CH:34][C:33]([N+]([O-])=O)=C[CH:31]=1)=[O:28].N1C=CC=CC=1.C1(C(C)O)CC1>C(Cl)Cl.ClCCCl>[CH:35]1([CH:30]([O:29][C:27](=[O:28])[NH:1][C:2]2[CH:3]=[CH:4][C:5]([C:8]3[N:9]([CH:22]4[CH2:23][CH2:24][CH2:25]4)[C:10]4[C:15]([C:16]=3[C:17]#[N:18])=[CH:14][CH:13]=[C:12]([O:19][CH2:20][CH3:21])[CH:11]=4)=[CH:6][CH:7]=2)[CH3:31])[CH2:34][CH2:33]1. Procedure: 2-(4-Aminophenyl)-1-cyclobutyl-6-ethoxy-1H-indole-3-carbonitrile (50 mg, 0.15 mmol), prepared as in example 1CM, step B, is combined with 4-nitrophenyl chloroformate (76 mg, 0.38 mmol), DCE (0.5 mL), and pyridine (30 μL, 0.37 mmol). This suspension is stirred at room temperature for 1 h. Rac-cyclopropyl methyl carbinol (100 μL, 0.98 mmol) is added. This mixture is heated at 75° C. overnight. The reaction mixture is then diluted in CH2Cl2 and is washed with dilute aqueous NaOH to remove the yello... The solvent is C1CCOC1.O (THF H2O). Reaction SMILES: O[Li].O.C([O:6][C:7]([C:9]1[N:10]=[N:11][N:12]([C:14]2[CH:19]=[CH:18][CH:17]=[CH:16][CH:15]=2)[CH:13]=1)=[O:8])C>C1COCC1.O>[C:14]1([N:12]2[CH:13]=[C:9]([C:7]([OH:8])=[O:6])[N:10]=[N:11]2)[CH:15]=[CH:16][CH:17]=[CH:18][CH:19]=1 |f:0.1,3.4|. Reactants: O[Li].O (LiOH.H2O), C(C)OC(=O)C=1N=NN(C1)C1=CC=CC=C1 (1-phenyl-1H-[1,2,3]triazole-4-carboxylic acid ethyl ester). Conditions: time 45 minute. Isolated yield 35.2%. Procedure details: Oxalyl chloride (4.7 g, 30.1 mL, 37.0 mmol) was added to a cold (0-4° C.) solution of DMF (2.25 g, 2.4 mL, 30.8 mmol) in CHCl3 (20 mL) and stirring was continued for 10 minutes. The reaction mixture was heated at 40° C. for 10 minutes and cooled to −10° C. Diazoacetic acid ethyl ester (3.5 g, 3.5 mL, 30.6 mmol) was then added and stirred at room temperature for 1 hr. The reaction mixture was concentrated ether was then added, the precipite was collected and dissolved in 10% aq Hac (10 mL) and st... The product is C1(=CC=CC=C1)N1N=NC(=C1)C(=O)O (1-phenyl-1H-[1,2,3]triazole-4-carboxylic acid).